Dataset: the Open Reaction Database (ORD), a public repository of structured organic reaction records. Task: describe an organic reaction: reactants, conditions, products, and yield Starting materials: CC(=O)Cl, ClCCl, CCCCc1nc2c(N)nc3cccnc3c2n1CCN. Product: CCCCc1nc2c(N)nc3cccnc3c2n1CCNC(C)=O. Reaction SMILES: [CH3:1][C:2]([Cl:3])=[O:4].[Cl:26][CH2:27][Cl:28].[NH2:5][c:6]1[n:7][c:8]2[cH:9][cH:10][cH:11][n:12][c:13]2[c:14]2[c:15]1[n:16][c:17]([CH2:22][CH2:23][CH2:24][CH3:25])[n:18]2[CH2:19][CH2:20][NH2:21]>>[CH3:1][C:2](=[O:4])[NH:21][CH2:20][CH2:19][n:18]1[c:14]2[c:13]3[c:8]([n:7][c:6]([NH2:5])[c:15]2[n:16][c:17]1[CH2:22][CH2:23][CH2:24][CH3:25])[cH:9][cH:10][cH:11][n:12]3. Reactants: ClC1=CC=C(C=C1)S[C@H]1[C@@H](COC2=C(C=CC(=C12)F)F)CO (Trans-[4-(4-chloro-phenylsulfanyl)-5,8-difluoro-chroman-3-yl]-methanol), C(Cl)Cl (DCM), C(C)(=O)OCC (Ethyl acetate), S(=S)(=O)([O-])[O-].[Na+].[Na+] (sodium thiosulfate), CC(=O)OI1(C=2C=CC=CC2C(=O)O1)(OC(=O)C)OC(=O)C (Dess-Martin reagent). Conditions: time 3 hour. Product: ClC1C(C(OC2=C(C=CC(=C12)F)F)SC1=CC=CC=C1)C=O (4-chloro-phenylsulfanyl-5,8-difluoro-chroman-3-carbaldehyde). Reaction SMILES: ClC1C=CC(S[C@@H]2[C:18]3[C:13](=[C:14]([F:20])[CH:15]=[CH:16][C:17]=3[F:19])[O:12][CH2:11][C@H:10]2[CH2:21][OH:22])=CC=1.CC(OI1(OC(C)=O)(OC(C)=O)OC(=O)[C:33]2[CH:32]=[CH:31][CH:30]=[CH:29][C:28]1=2)=O.C(OCC)(=O)C.[S:51]([O-])([O-])(=O)=S.[Na+].[Na+].[CH2:58]([Cl:60])Cl>>[Cl:60][CH:58]1[C:18]2[C:13](=[C:14]([F:20])[CH:15]=[CH:16][C:17]=2[F:19])[O:12][CH:11]([S:51][C:33]2[CH:32]=[CH:31][CH:30]=[CH:29][CH:28]=2)[CH:10]1[CH:21]=[O:22] |f:3.4.5|. Procedure: Trans-[4-(4-chloro-phenylsulfanyl)-5,8-difluoro-chroman-3-yl]-methanol (Example 16 Step 2) (2.8 g, 8.8 mmole) was dissolved in 15 ml DCM and Dess-Martin reagent (4.1 g, 9.7 mmole) was then added. The reaction was stirred at room temperature for three hours. 40 ml EtOAc and 30 ml saturated sodium thiosulfate solution were added and the organic layer was washed with saturated sodium bicarbonate solution, dried over sodium sulfate and concentrated. The residue was used in next step without further ... Reactants: N1(N=CC=C1)C1=CC=C(C=C1)C(C(=O)N(C)OC)OC (2-(4-(1H-pyrazol-1-yl)phenyl)-N,2-dimethoxy-N-methylacetamide), BrC1=C(C=C(C=C1OC)C=1N=COC1)OC (4-(4-bromo-3,5-dimethoxyphenyl)oxazole), amide. Product: N1(N=CC=C1)C1=CC=C(C=C1)C(C(=O)C=1OC=C(N1)C1=CC(=C(C(=C1)OC)Br)OC)OC (2-(4-(1H-pyrazol-1-yl)phenyl)-1-(4-(4-bromo-3,5-dimethoxyphenyl) oxazol-2-yl)-2-methoxyethanone). Reaction SMILES: [N:1]1([C:6]2[CH:11]=[CH:10][C:9]([CH:12]([O:19][CH3:20])[C:13](N(OC)C)=[O:14])=[CH:8][CH:7]=2)[CH:5]=[CH:4][CH:3]=[N:2]1.[Br:21][C:22]1[C:27]([O:28][CH3:29])=[CH:26][C:25]([C:30]2[N:31]=[CH:32][O:33][CH:34]=2)=[CH:24][C:23]=1[O:35][CH3:36]>>[N:1]1([C:6]2[CH:7]=[CH:8][C:9]([CH:12]([O:19][CH3:20])[C:13]([C:32]3[O:33][CH:34]=[C:30]([C:25]4[CH:24]=[C:23]([O:35][CH3:36])[C:22]([Br:21])=[C:27]([O:28][CH3:29])[CH:26]=4)[N:31]=3)=[O:14])=[CH:10][CH:11]=2)[CH:5]=[CH:4][CH:3]=[N:2]1. Procedure: 2-(4-(1H-pyrazol-1-yl)phenyl)-1-(4-(4-bromo-3,5-dimethoxyphenyl) oxazol-2-yl)-2-methoxyethanone was synthesized from 2-(4-(1H-pyrazol-1-yl)phenyl)-N,2-dimethoxy-N-methylacetamide and 4-(4-bromo-3,5-dimethoxyphenyl)oxazole by a method similar to that used for Example 2 except that the amide was added to the reaction mixture at −50° C. MS: m/z 498.1 [M+H]+. Starting materials: N[C@H]1[C@H](CCCC1)NC(OC(C)(C)C)=O (tert-butyl ((1S,2R)-2-aminocyclohexyl)carbamate), ClC1=NC(=C(C2=C1C(N(C2)C(=O)OC(C)(C)C)=O)F)Cl (tert-butyl 4,6-dichloro-7-fluoro-3-oxo-1H-pyrrolo[3,4-c]pyridine-2(3H)-carboxylate), CCN(C(C)C)C(C)C (DIPEA). The solvent is CS(=O)C (DMSO), CC(C)O (2-propanol). Reaction conditions: time 16 hour. Product: C(C)(C)(C)OC(=O)N[C@@H]1[C@@H](CCCC1)NC1=C(C2=C(C(=N1)Cl)C(N(C2C)C(=O)OC(C)(C)C)=O)F (tert-Butyl 6-(((1R,2S)-2-((tert-butoxycarbonyl)amino)cyclohexyl)amino)-4-chloro-7-fluoro-1-methyl-3-oxo-1H-pyrrolo[3,4-c]pyridine-2(3H)-carboxylate). The yield is 32.1%. RXN SMILES: [Cl:1][C:2]1[C:7]2[C:8](=[O:18])[N:9]([C:11]([O:13][C:14]([CH3:17])([CH3:16])[CH3:15])=[O:12])[CH2:10][C:6]=2[C:5]([F:19])=[C:4](Cl)[N:3]=1.[NH2:21][C@@H:22]1[CH2:27][CH2:26][CH2:25][CH2:24][C@@H:23]1[NH:28][C:29](=[O:35])[O:30][C:31]([CH3:34])([CH3:33])[CH3:32].[CH3:36]CN(C(C)C)C(C)C>CC(O)C.CS(C)=O>[C:31]([O:30][C:29]([NH:28][C@H:23]1[CH2:24][CH2:25][CH2:26][CH2:27][C@H:22]1[NH:21][C:4]1[N:3]=[C:2]([Cl:1])[C:7]2[C:8](=[O:18])[N:9]([C:11]([O:13][C:14]([CH3:17])([CH3:16])[CH3:15])=[O:12])[CH:10]([CH3:36])[C:6]=2[C:5]=1[F:19])=[O:35])([CH3:32])([CH3:34])[CH3:33]. Procedure: To a flask containing a mixture of tert-butyl 4,6-dichloro-7-fluoro-3-oxo-1H-pyrrolo[3,4-c]pyridine-2(3H)-carboxylate (1 g, 2.98 mmol) in 2-propanol (7 mL) was added tert-butyl ((1S,2R)-2-aminocyclohexyl)carbamate (767 mg, 3.58 mmol) dissolved in DMSO (1.2 mL) followed by DIPEA (0.677 mL, 3.88 mmol). The flask was equipped with a condenser and nitrogen blanket and was lowered into a 90° C. oil bath, where the reaction mixture was allowed to stir for 16 h. The mixture was subsequently purified vi... Starting materials: N1(CCC1)C(=O)C1=CC=C(C=N1)OC=1C=C(C(=O)NC2=NC=C(N=C2)C)C=C(C1)O (3-[6-(Azetidine-1-carbonyl)pyridin-3-yl]oxy-5-hydroxy-N-(5-methylpyrazin-2-yl)benzamide), N1(CCC1)C(=O)C1=CC=C(C=N1)OC=1C=C(C(=O)NC2=NC=C(N=C2)C)C=C(C1)O (3-[6-(Azetidine-1-carbonyl)pyridin-3-yl]oxy-5-hydroxy-N-(5-methylpyrazin-2-yl)benzamide), BrC1C(N(CC1)C)=O (3-bromo-1-methyl-pyrrolidin-2-one), BrC1C(N(CC1)C)=O (3-bromo-1-methyl-pyrrolidin-2-one), C([O-])([O-])=O.[K+].[K+] (potassium carbonate). Run in CN(C)C=O (DMF). Conditions: time 21 hour. Yields the product N1(CCC1)C(=O)C1=CC=C(C=N1)OC=1C=C(C(=O)NC2=NC=C(N=C2)C)C=C(C1)O[C@@H]1C(N(CC1)C)=O (3-[6-(Azetidine-1-carbonyl)pyridin-3-yl]oxy-5-[(3S)-1-methyl-2-oxo-pyrrolidin-3-yl]oxy-N-(5-methylpyrazin-2-yl)benzamide). Yield: 76.0%. Reaction SMILES: [N:1]1([C:5]([C:7]2[N:12]=[CH:11][C:10]([O:13][C:14]3[CH:15]=[C:16]([CH:27]=[C:28]([OH:30])[CH:29]=3)[C:17]([NH:19][C:20]3[CH:25]=[N:24][C:23]([CH3:26])=[CH:22][N:21]=3)=[O:18])=[CH:9][CH:8]=2)=[O:6])[CH2:4][CH2:3][CH2:2]1.Br[CH:32]1[CH2:36][CH2:35][N:34]([CH3:37])[C:33]1=[O:38].C(=O)([O-])[O-].[K+].[K+]>CN(C=O)C>[N:1]1([C:5]([C:7]2[N:12]=[CH:11][C:10]([O:13][C:14]3[CH:15]=[C:16]([CH:27]=[C:28]([O:30][C@H:32]4[CH2:36][CH2:35][N:34]([CH3:37])[C:33]4=[O:38])[CH:29]=3)[C:17]([NH:19][C:20]3[CH:25]=[N:24][C:23]([CH3:26])=[CH:22][N:21]=3)=[O:18])=[CH:9][CH:8]=2)=[O:6])[CH2:2][CH2:3][CH2:4]1 |f:2.3.4|. Procedure: 3-[6-(Azetidine-1-carbonyl)pyridin-3-yl]oxy-5-hydroxy-N-(5-methylpyrazin-2-yl)benzamide (442 mg, 1.1 mmol) (Intermediate 1) and 3-bromo-1-methyl-pyrrolidin-2-one (Intermediate 4) (385 mg, 2.2 mmol) were dissolved in DMF and treated with potassium carbonate (377 mg, 2.7 mmol) and stirred at room temperature for 21 hours. The DMF was evaporated, the residue partitioned between ethyl acetate (90 mL) and water (20 mL). The organic layer was separated, washed with brine, dried (MgSO4) and evaporated ... The reactants are OC1=CC(CC1C1=CC=CC=C1)=O (3-hydroxy-4-phenyl-cyclopent-2-enone), N1=CC(=CC=C1)C=O (pyridine-3-carbaldehyde), N1C=C(C2=CC=CC=C12)CCNC(C)=O (N-[2-(1H-indol-3-yl)-ethyl]-acetamide). The product is OC1=C(C(CC1C1=CC=CC=C1)=O)C(C=1NC2=CC=CC=C2C1CCNC(C)=O)C=1C=NC=CC1 (N-(2-{2-[(2-Hydroxy-5-oxo-3-phenyl-cyclopent-1-enyl)-pyridin-3-yl-methyl]-1H-indol-3-yl}-ethyl)-acetamide). As a reaction SMILES: [OH:1][C:2]1[CH:6]([C:7]2[CH:12]=[CH:11][CH:10]=[CH:9][CH:8]=2)[CH2:5][C:4](=[O:13])[CH:3]=1.[N:14]1[CH:19]=[CH:18][CH:17]=[C:16]([CH:20]=O)[CH:15]=1.[NH:22]1[C:30]2[C:25](=[CH:26][CH:27]=[CH:28][CH:29]=2)[C:24]([CH2:31][CH2:32][NH:33][C:34](=[O:36])[CH3:35])=[CH:23]1>>[OH:1][C:2]1[CH:6]([C:7]2[CH:12]=[CH:11][CH:10]=[CH:9][CH:8]=2)[CH2:5][C:4](=[O:13])[C:3]=1[CH:20]([C:16]1[CH:15]=[N:14][CH:19]=[CH:18][CH:17]=1)[C:23]1[NH:22][C:30]2[C:25]([C:24]=1[CH2:31][CH2:32][NH:33][C:34](=[O:36])[CH3:35])=[CH:26][CH:27]=[CH:28][CH:29]=2. Procedure details: Using general procedure C, 3-hydroxy-4-phenyl-cyclopent-2-enone (Lit. 17) was reacted with pyridine-3-carbaldehyde and N-[2-(1H-indol-3-yl)-ethyl]-acetamide to give the title compound as pale brown solid. MS: 466.3 ([M+H]+).